This data is from the Open Reaction Database (ORD), a public repository of structured organic reaction records. The task is: describe an organic reaction: reactants, conditions, products, and yield Starting materials: COS(=O)(=O)OC, [Na+], [OH-], O, CCOC(=O)C(O)c1ccc(-c2ccccc2S)cc1. Product: CCOC(=O)C(O)c1ccc(-c2ccccc2SC)cc1. Reaction SMILES: [CH3:23][O:24][S:25]([O:26][CH3:27])(=[O:28])=[O:29].[Na+:22].[OH-:21].[OH2:30].[SH:1][c:2]1[c:3](-[c:8]2[cH:9][cH:10][c:11]([CH:14]([C:15](=[O:16])[O:17][CH2:18][CH3:19])[OH:20])[cH:12][cH:13]2)[cH:4][cH:5][cH:6][cH:7]1>>[S:1]([c:2]1[c:3](-[c:8]2[cH:9][cH:10][c:11]([CH:14]([C:15](=[O:16])[O:17][CH2:18][CH3:19])[OH:20])[cH:12][cH:13]2)[cH:4][cH:5][cH:6][cH:7]1)[CH3:23]. Reactants: BrC1=CC=C(CN2C(=C(C3=CC(=CC=C23)OC)CC2=C(C(=O)OC)C=CC=C2)C)C=C1 (Methyl 2-[(1-(4-bromobenzyl)-5-methoxy-2-methyl-1H-indol-3-yl)methyl]benzoate), [OH-].[Na+] (NaOH). The solvent is C1CCOC1 (THF), CO (MeOH). The product is BrC1=CC=C(CN2C(=C(C3=CC(=CC=C23)OC)CC2=C(C(=O)O)C=CC=C2)C)C=C1 (2-[(1-(4-Bromobenzyl)-5-methoxy-2-methyl-1H-indol-3-yl)methyl]benzoic acid). The yield is 51.4%. As a reaction SMILES: [Br:1][C:2]1[CH:31]=[CH:30][C:5]([CH2:6][N:7]2[C:15]3[C:10](=[CH:11][C:12]([O:16][CH3:17])=[CH:13][CH:14]=3)[C:9]([CH2:18][C:19]3[CH:28]=[CH:27][CH:26]=[CH:25][C:20]=3[C:21]([O:23]C)=[O:22])=[C:8]2[CH3:29])=[CH:4][CH:3]=1.[OH-].[Na+]>C1COCC1.CO>[Br:1][C:2]1[CH:3]=[CH:4][C:5]([CH2:6][N:7]2[C:15]3[C:10](=[CH:11][C:12]([O:16][CH3:17])=[CH:13][CH:14]=3)[C:9]([CH2:18][C:19]3[CH:28]=[CH:27][CH:26]=[CH:25][C:20]=3[C:21]([OH:23])=[O:22])=[C:8]2[CH3:29])=[CH:30][CH:31]=1 |f:1.2|. Reported procedure: To a solution of the product of Step 2 (300 mg, 0.62 mmol) in THF (2 mL) and MeOH (4 mL) was added NaOH (3N, 0.62 mL). The mixture was refluxed for 2.5 h and then cooled to r.t. Acidification with 1N HCl followed by extraction with EtOAc gave 148 mg of the title compound after evaporation of solvent. Anal. calcd. for C25H22NO3Br --H2O: C, 63.43, H, 4.90; N, 2.96; found: C, 63.77; H, 4.89; N, 3.12. Starting materials: Fc1ccc(COc2ccc3nc(Cl)ccc3c2)cc1, NC1CCc2ccccc21. The product is Fc1ccc(COc2ccc3nc(NC4CCc5ccccc54)ccc3c2)cc1. As a reaction SMILES: [Cl:1][c:2]1[n:3][c:4]2[cH:5][cH:6][c:7]([O:12][CH2:13][c:14]3[cH:15][cH:16][c:17]([F:20])[cH:18][cH:19]3)[cH:8][c:9]2[cH:10][cH:11]1.[NH2:21][CH:22]1[CH2:23][CH2:24][c:25]2[cH:26][cH:27][cH:28][cH:29][c:30]21>>[c:2]1([NH:21][CH:22]2[CH2:23][CH2:24][c:25]3[cH:26][cH:27][cH:28][cH:29][c:30]32)[n:3][c:4]2[cH:5][cH:6][c:7]([O:12][CH2:13][c:14]3[cH:15][cH:16][c:17]([F:20])[cH:18][cH:19]3)[cH:8][c:9]2[cH:10][cH:11]1. Reactants: CSCCS(=O)(=O)NCCCc1ccc(-c2ccc(=O)[nH]n2)cc1, CC(=O)O, [O-][I+3]([O-])([O-])[O-], [Na+], O. Yields the product CS(=O)CCS(=O)(=O)NCCCc1ccc(-c2ccc(=O)[nH]n2)cc1. Reaction SMILES: [CH3:11][S:12][CH2:13][CH2:14][S:15](=[O:16])(=[O:17])[NH:18][CH2:19][CH2:20][CH2:21][c:22]1[cH:23][cH:24][c:25](-[c:28]2[cH:29][cH:30][c:31](=[O:34])[nH:32][n:33]2)[cH:26][cH:27]1.[CH3:7][C:8]([OH:9])=[O:10].[I+3:1]([O-:2])([O-:3])([O-:4])[O-:5].[Na+:6].[OH2:35]>>[O:9]=[S:12]([CH3:11])[CH2:13][CH2:14][S:15](=[O:16])(=[O:17])[NH:18][CH2:19][CH2:20][CH2:21][c:22]1[cH:23][cH:24][c:25](-[c:28]2[cH:29][cH:30][c:31](=[O:34])[nH:32][n:33]2)[cH:26][cH:27]1. Reactants: NCC(CNC1=NC2=CC=CC=C2C(=C1)OC)OC (2-(3-amino-2-methoxyprop-1-ylamino)-4-methoxyquinoline), Cl (hydrochloric acid). Yields the product Cl.Cl.NCC(CNC1=NC2=CC=CC=C2C(C1)=O)OC (2-(3-amino-2-methoxyprop-1-ylamino)quinolin-4-one dihydrochloride). The yield is 85.0%. RXN SMILES: [NH2:1][CH2:2][CH:3]([O:18][CH3:19])[CH2:4][NH:5][C:6]1[CH:15]=[C:14]([O:16]C)[C:13]2[C:8](=[CH:9][CH:10]=[CH:11][CH:12]=2)[N:7]=1.[ClH:20]>>[ClH:20].[ClH:20].[NH2:1][CH2:2][CH:3]([O:18][CH3:19])[CH2:4][NH:5][C:6]1[CH2:15][C:14](=[O:16])[C:13]2[C:8](=[CH:9][CH:10]=[CH:11][CH:12]=2)[N:7]=1 |f:2.3.4|. Procedure details: A solution of 2-(3-amino-2-methoxyprop-1-ylamino)-4-methoxyquinoline (0.84 g, 0.00321 mol) in hydrochloric acid (10M, 30 ml) was stirred at reflux for 24 h. After cooling the mixture was concentrated to give the title compound as a light brown solid (0.88 g, 85%). δH (CD3OD) 3.00-3.90 (5H, m, 2CH2, CHOCH3), 3.36 (3H, s, CHOCH3), 6.48 (1H, s, 3-H), 7.47-8.15 (4H, m, ArH). MS (ES+) 248 (M+H).